Dataset: the Open Reaction Database (ORD), a public repository of structured organic reaction records. Task: describe an organic reaction: reactants, conditions, products, and yield Reactants: N#CCl (cyanogen chloride), ClC=1C=C(N)C=CC1Cl (3,4-dichloroaniline), [OH-].[Na+] (NaOH). Run in C(C)(=O)O (acetic acid). Yields the product ClC=1C=C(C=CC1Cl)NC#N (3,4-dichlorophenyl cyanamide). Isolated yield 80.2%. As a reaction SMILES: [Cl:1][C:2]1[CH:3]=[C:4]([CH:6]=[CH:7][C:8]=1[Cl:9])[NH2:5].[N:10]#[C:11]Cl.[OH-].[Na+]>C(O)(=O)C>[Cl:1][C:2]1[CH:3]=[C:4]([NH:5][C:11]#[N:10])[CH:6]=[CH:7][C:8]=1[Cl:9] |f:2.3|. Procedure: 16.2 g (0.1 mole) of 3,4-dichloroaniline were dissolved in 278 g of 64% strength acetic acid; 6.1 ml (0.12 mole) of cyanogen chloride were added at 10° C. and 22 g (0.11 mole) of 20% strength NaOH solution were then added dropwise slowly, with stirring. The mixture was stirred for a further 2 hours at room temperature and filtered with suction, and the filter residue was washed with water and dried. This gave 15 g (≅80% of theory) of 3,4-dichlorophenyl cyanamide which gave a clear solution in 2N... The reactants are COc1cccc(Br)c1, O=C1CCCN(Cc2ccccc2)C1, [Cl-], I, [Mg], [NH4+], C1CCOC1. Product: Cl, COc1cccc(C2(O)CCCN(Cc3ccccc3)C2)c1. Reaction SMILES: [Br:3][c:4]1[cH:5][c:6]([O:10][CH3:11])[cH:7][cH:8][cH:9]1.[CH2:12]([c:13]1[cH:14][cH:15][cH:16][cH:17][cH:18]1)[N:19]1[CH2:20][C:21](=[O:25])[CH2:22][CH2:23][CH2:24]1.[Cl-:26].[I:2].[Mg:1].[NH4+:27].[O:28]1[CH2:29][CH2:30][CH2:31][CH2:32]1>>[ClH:26].[c:4]1([C:21]2([OH:25])[CH2:20][N:19]([CH2:12][c:13]3[cH:14][cH:15][cH:16][cH:17][cH:18]3)[CH2:24][CH2:23][CH2:22]2)[cH:5][c:6]([O:10][CH3:11])[cH:7][cH:8][cH:9]1. The reactants are C(C)(C)(C)OC(NC1=C(C=C(C(=C1)C(F)(F)F)C)NC(CC(C1=CC(=CC=C1)C=1C=NC=CC1)=O)=O)=O ({4-methyl-2-[3-oxo-3-(3-pyridin-3-yl-phenyl)-propionylamino]-5-trifluoromethyl-phenyl}-carbamic acid tert-butyl ester), C(=O)(C(F)(F)F)O (TFA). Solvent: C(Cl)Cl (CH2Cl2). The product is CC=1C(=CC2=C(NC(CC(=N2)C2=CC(=CC=C2)C=2C=NC=CC2)=O)C1)C(F)(F)F (8-Methyl-4-(3-pyridin-3-yl-phenyl)-7-trifluoromethyl-1,3-dihydro-benzo[b][1,4]diazepin-2-one), solid. Reaction SMILES: C(OC(=O)[NH:7][C:8]1[CH:13]=[C:12]([C:14]([F:17])([F:16])[F:15])[C:11]([CH3:18])=[CH:10][C:9]=1[NH:19][C:20](=[O:36])[CH2:21][C:22](=O)[C:23]1[CH:28]=[CH:27][CH:26]=[C:25]([C:29]2[CH:30]=[N:31][CH:32]=[CH:33][CH:34]=2)[CH:24]=1)(C)(C)C.C(O)(C(F)(F)F)=O>C(Cl)Cl>[CH3:18][C:11]1[C:12]([C:14]([F:17])([F:15])[F:16])=[CH:13][C:8]2[N:7]=[C:22]([C:23]3[CH:28]=[CH:27][CH:26]=[C:25]([C:29]4[CH:30]=[N:31][CH:32]=[CH:33][CH:34]=4)[CH:24]=3)[CH2:21][C:20](=[O:36])[NH:19][C:9]=2[CH:10]=1. Procedure details: The title compound was prepared from {4-methyl-2-[3-oxo-3-(3-pyridin-3-yl-phenyl)-propionylamino]-5-trifluoromethyl-phenyl}-carbamic acid tert-butyl ester (Example M22) by treatment with TFA in CH2Cl2 according to the general procedure N. Obtained as a white solid (162 mg).